From a dataset of the Open Reaction Database (ORD), a public repository of structured organic reaction records. describe an organic reaction: reactants, conditions, products, and yield The reactants are BrC=1SC2=C(N1)C=CC=C2 (2-bromo-benzothiazole), C(C)(C)(C)OC(=O)N1CCC(=CC1)B1OC(C(O1)(C)C)(C)C (4-(4,4,5,5-tetramethyl-[1,3,2]dioxaborolan-2-yl)-3,6-dihydro-2H-pyridine-1-carboxylic acid tert-butyl ester), C([O-])([O-])=O.[K+].[K+] (potassium carbonate). Reagents/catalysts: C1=CC=C(C=C1)P([C-]2C=CC=C2)C3=CC=CC=C3.C1=CC=C(C=C1)P([C-]2C=CC=C2)C3=CC=CC=C3.Cl[Pd]Cl.[Fe+2] (Pd(dppf)Cl2). The solvent is O1CCOCC1.O (dioxane water). Conditions: temperature 90 celsius. Yields the product C(C)(C)(C)OC(=O)N1CCC(=CC1)C=1SC2=C(N1)C=CC=C2 (4-Benzothiazol-2-yl-3,6-dihydro-2H-pyridine-1-carboxylic acid tert-butyl ester). As a reaction SMILES: Br[C:2]1[S:3][C:4]2[CH:10]=[CH:9][CH:8]=[CH:7][C:5]=2[N:6]=1.[C:11]([O:15][C:16]([N:18]1[CH2:23][CH:22]=[C:21](B2OC(C)(C)C(C)(C)O2)[CH2:20][CH2:19]1)=[O:17])([CH3:14])([CH3:13])[CH3:12].C(=O)([O-])[O-].[K+].[K+]>C1C=CC(P(C2C=CC=CC=2)[C-]2C=CC=C2)=CC=1.C1C=CC(P(C2C=CC=CC=2)[C-]2C=CC=C2)=CC=1.Cl[Pd]Cl.[Fe+2].O1CCOCC1.O>[C:11]([O:15][C:16]([N:18]1[CH2:19][CH:20]=[C:21]([C:2]2[S:3][C:4]3[CH:10]=[CH:9][CH:8]=[CH:7][C:5]=3[N:6]=2)[CH2:22][CH2:23]1)=[O:17])([CH3:14])([CH3:12])[CH3:13] |f:2.3.4,5.6.7.8,9.10|. Procedure: A mixture of 2-bromo-benzothiazole (0.38 g, 1.1 mmol), 4-(4,4,5,5-tetramethyl-[1,3,2]dioxaborolan-2-yl)-3,6-dihydro-2H-pyridine-1-carboxylic acid tert-butyl ester (0.5 g, 1.62 mmol), potassium carbonate (0.67 g, 4.85 mmol), Pd(dppf)Cl2 (0.132 g, 0.16 mmol) and 4/1/dioxane/water (10 ml) was degassed for 15 minutes. Then it was heated at 90° C. for overnight. Cooled to room temperature and diluted with EtOAc (200 mL). The organic layer was washed with water (100 ml), dried over Na2SO4, filtered an... Reactants: C(C)(C)(C)OC(=O)NC1=C(N=C(S1)Br)C(=O)NC=1C=NN(C1N1CCC(CC(C1)(C)OC)NC(OC(C)(C)C)=O)C (tert-butyl 1-(4-(5-(tert-butoxy-carbonyl-amino)-2-bromothiazole-4-carboxamido)-1-methyl-1H-pyrazol-5-yl)-6-methoxy-6-methylazepan-4-ylcarbamate), FC=1C=NC=C(C1[Sn](CCCC)(CCCC)CCCC)F (3,5-difluoro-4-(tributylstannyl)pyridine). Product: NC1=C(N=C(S1)C1=C(C=NC=C1F)F)C(=O)NC=1C=NN(C1N1CC(CC(CC1)N)(C)OC)C (5-amino-N-[5-(5-amino-3-methoxy-3-methyl-azepan-1-yl)-1-methyl-pyrazol-4-yl]-2-(3,5-difluoro-4-pyridyl)thiazole-4-carboxamide), monoformate. As a reaction SMILES: C(OC([NH:8][C:9]1[S:13][C:12](Br)=[N:11][C:10]=1[C:15]([NH:17][C:18]1[CH:19]=[N:20][N:21]([CH3:41])[C:22]=1[N:23]1[CH2:29][C:28]([O:31][CH3:32])([CH3:30])[CH2:27][CH:26]([NH:33]C(=O)OC(C)(C)C)[CH2:25][CH2:24]1)=[O:16])=O)(C)(C)C.[F:42][C:43]1[CH:44]=[N:45][CH:46]=[C:47]([F:62])[C:48]=1[Sn](CCCC)(CCCC)CCCC>>[NH2:8][C:9]1[S:13][C:12]([C:48]2[C:47]([F:62])=[CH:46][N:45]=[CH:44][C:43]=2[F:42])=[N:11][C:10]=1[C:15]([NH:17][C:18]1[CH:19]=[N:20][N:21]([CH3:41])[C:22]=1[N:23]1[CH2:24][CH2:25][CH:26]([NH2:33])[CH2:27][C:28]([O:31][CH3:32])([CH3:30])[CH2:29]1)=[O:16]. Procedure: Following the procedure for Example 422 starting from tert-butyl 1-(4-(5-(tert-butoxy-carbonyl-amino)-2-bromothiazole-4-carboxamido)-1-methyl-1H-pyrazol-5-yl)-6-methoxy-6-methylazepan-4-ylcarbamate and 3,5-difluoro-4-(tributylstannyl)pyridine gave 440 as the monoformate salt as a white solid (67 mg, 43% over two steps). 1H NMR (400 MHz, d6-DMSO) δ 8.84 (s, 1H), 8.70 (s, 2H), 8.45 (s, 1H), 7.82 (s, 2H), 7.70 (s, 1H), 3.68 (s, 3H), 3.52 (t, J=11.2 Hz, 2H), 3.36-3.19 (m, 3H), 3.13-3.04 (m, 1H), 3.0...